describe an organic reaction: reactants, conditions, products, and yield From a dataset of the Open Reaction Database (ORD), a public repository of structured organic reaction records. Reactants: [H-].[Al+3].[Li+].[H-].[H-].[H-] (lithium aluminum hydride), ClC1=CC=C(CN2C(=C(C3=CC(=CC=C23)OCC2=NC3=CC=CC=C3C=C2)SC(C)(C)C)CC(=O)OC)C=C1 (Methyl 2-[N-(p-Chorobenzyl)-3-(t-butylthio)-5-(quinolin-2-ylmethoxy)indol-2-yl]ethanoate), Na,K tartrate. The solvent is C1CCOC1 (THF). Reaction conditions: time 1 hour. The product is ClC1=CC=C(CN2C(=C(C3=CC(=CC=C23)OCC2=NC3=CC=CC=C3C=C2)SC(C)(C)C)CCO)C=C1 (2-[N-(p-Chlorobenzyl)-3-(t-butylthio)-5-(quinolin-2-ylmethoxy)indol-2-yl]ethanol). Reaction SMILES: [Cl:1][C:2]1[CH:39]=[CH:38][C:5]([CH2:6][N:7]2[C:15]3[C:10](=[CH:11][C:12]([O:16][CH2:17][C:18]4[CH:27]=[CH:26][C:25]5[C:20](=[CH:21][CH:22]=[CH:23][CH:24]=5)[N:19]=4)=[CH:13][CH:14]=3)[C:9]([S:28][C:29]([CH3:32])([CH3:31])[CH3:30])=[C:8]2[CH2:33][C:34](OC)=[O:35])=[CH:4][CH:3]=1.[H-].[Al+3].[Li+].[H-].[H-].[H-]>C1COCC1>[Cl:1][C:2]1[CH:3]=[CH:4][C:5]([CH2:6][N:7]2[C:15]3[C:10](=[CH:11][C:12]([O:16][CH2:17][C:18]4[CH:27]=[CH:26][C:25]5[C:20](=[CH:21][CH:22]=[CH:23][CH:24]=5)[N:19]=4)=[CH:13][CH:14]=3)[C:9]([S:28][C:29]([CH3:30])([CH3:31])[CH3:32])=[C:8]2[CH2:33][CH2:34][OH:35])=[CH:38][CH:39]=1 |f:1.2.3.4.5.6|. Reported procedure: The compound from Step A (192 mg) was dissolved in 3 mL of THF at RT under an argon atmosphere and treated with 30 mg of lithium aluminum hydride. After 1 hr, the reaction was poured onto 10 mL of 0.5N Na,K tartrate solution and extracted with 3×10 mL of EtOAc. The organic layer was washed with 10 mL of H2O, dried (MgSO4) and evaporated to dryness to yield the title compound. The reactants are OC1=CC=C(C=C1)C(C)(C)C1=CC=C(C=C1)O (bisphenol A), OC1=CC=C(C=C1)C(C)(C)C1=CC=C(C=C1)O (bisphenol A), C1(=CC=CC=C1)O (phenol), C1(=CC=CC=C1)O (phenol), [S] (sulfur). Run in CC(=O)C (acetone). The product is OC1=CC=C(C=C1)C(C)(C)C1=CC=C(C=C1)O.C1(=CC=CC=C1)O (bisphenol A phenol). As a reaction SMILES: [OH:1][C:2]1[CH:7]=[CH:6][C:5]([C:8]([C:11]2[CH:16]=[CH:15][C:14]([OH:17])=[CH:13][CH:12]=2)([CH3:10])[CH3:9])=[CH:4][CH:3]=1.[C:18]1([OH:24])[CH:23]=[CH:22][CH:21]=[CH:20][CH:19]=1.[S]>CC(C)=O>[OH:1][C:2]1[CH:3]=[CH:4][C:5]([C:8]([C:11]2[CH:12]=[CH:13][C:14]([OH:17])=[CH:15][CH:16]=2)([CH3:10])[CH3:9])=[CH:6][CH:7]=1.[C:18]1([OH:24])[CH:23]=[CH:22][CH:21]=[CH:20][CH:19]=1 |f:4.5,^3:24|. Procedure: A process for the preparation of high purity bisphenol A is disclosed. The multi-step process entails a) reacting phenol with acetone in the presence of an acidic ion exchanger and a sulfur-containing co-catalyst to give a product mixture that includes bisphenol A and phenol; b) continuously obtaining from the product mixture crystals of bisphenol A-phenol adduct by suspension crystallization, c) separating the adduct obtained in step (b) by solid-liquid separation to obtain a solid phase and a ...